Dataset: the Open Reaction Database (ORD), a public repository of structured organic reaction records. Task: describe an organic reaction: reactants, conditions, products, and yield Starting materials: CO, [Na+], C1COCCO1, [OH-], COC(=O)c1cncc(-c2ncccn2)c1. The product is O=C(O)c1cncc(-c2ncccn2)c1. Reaction SMILES: [CH3:25][OH:26].[Na+:2].[O:19]1[CH2:20][CH2:21][O:22][CH2:23][CH2:24]1.[OH-:1].[n:3]1[c:4](-[c:9]2[cH:10][c:11]([C:15](=[O:16])[O:17][CH3:18])[cH:12][n:13][cH:14]2)[n:5][cH:6][cH:7][cH:8]1>>[n:3]1[c:4](-[c:9]2[cH:10][c:11]([C:15](=[O:16])[OH:17])[cH:12][n:13][cH:14]2)[n:5][cH:6][cH:7][cH:8]1. The reactants are C=CCC(CO[Si](C)(C)C(C)(C)C)CC1COC(C)(C)N1C(=O)OC(C)(C)C, C1CCOC1, CCOCC, [Na+], [OH-], OO. Yields the product CC(C)(C)OC(=O)N1C(CC(CCCO)CO[Si](C)(C)C(C)(C)C)COC1(C)C. Reaction SMILES: [C:1]([CH3:2])([CH3:3])([CH3:4])[Si:5]([O:6][CH2:7][CH:8]([CH2:9][CH:10]1[N:11]([C:17](=[O:18])[O:19][C:20]([CH3:21])([CH3:22])[CH3:23])[C:12]([CH3:15])([CH3:16])[O:13][CH2:14]1)[CH2:24][CH:25]=[CH2:26])([CH3:27])[CH3:28].[CH2:33]1[O:34][CH2:35][CH2:36][CH2:37]1.[CH3:38][CH2:39][O:40][CH2:41][CH3:42].[Na+:30].[OH-:29].[OH:31][OH:32]>>[C:1]([CH3:2])([CH3:3])([CH3:4])[Si:5]([O:6][CH2:7][CH:8]([CH2:9][CH:10]1[N:11]([C:17](=[O:18])[O:19][C:20]([CH3:21])([CH3:22])[CH3:23])[C:12]([CH3:15])([CH3:16])[O:13][CH2:14]1)[CH2:24][CH2:25][CH2:26][OH:29])([CH3:27])[CH3:28]. The reactants are ClC(=O)OC(C)Cl (1-chloroethyl chloroformate), CCN(C(C)C)C(C)C (Hunig base), C(C1=CC=CC=C1)N1C[C@@H]([C@H](C1)C1=CC(=C(C=C1)Cl)Cl)[C@H](CO[Si](C)(C)C(C)(C)C)OC1=NC=C(C=C1)Cl (2-[(R)-1-[(3R,4S)-1-benzyl-4-(3,4-dichloro-phenyl)-pyrrolidin-3-yl]-2-(tert-butyl-dimethyl-silanyloxy)-ethoxy]-5-chloro-pyridine). Solvent: C1(=CC=CC=C1)C (toluene). Run at temperature 100 celsius. The product is C(C)(C)(C)[Si](OC[C@H](OC1=NC=C(C=C1)Cl)[C@H]1CNC[C@@H]1C1=CC(=C(C=C1)Cl)Cl)(C)C (2-{(R)-2-(tert-Butyl-dimethyl-silanyloxy)-1-[(3R,4S)-4-(3,4-dichloro-phenyl)-pyrrolidin-3-yl]-ethoxy}-5-chloro-pyridine). Yield: 83.0%. Reaction SMILES: C([N:8]1[CH2:12][C@H:11]([C:13]2[CH:18]=[CH:17][C:16]([Cl:19])=[C:15]([Cl:20])[CH:14]=2)[C@@H:10]([C@@H:21]([O:31][C:32]2[CH:37]=[CH:36][C:35]([Cl:38])=[CH:34][N:33]=2)[CH2:22][O:23][Si:24]([C:27]([CH3:30])([CH3:29])[CH3:28])([CH3:26])[CH3:25])[CH2:9]1)C1C=CC=CC=1.ClC(OC(Cl)C)=O.CCN(C(C)C)C(C)C>C1(C)C=CC=CC=1>[C:27]([Si:24]([CH3:26])([CH3:25])[O:23][CH2:22][C@@H:21]([C@@H:10]1[C@@H:11]([C:13]2[CH:18]=[CH:17][C:16]([Cl:19])=[C:15]([Cl:20])[CH:14]=2)[CH2:12][NH:8][CH2:9]1)[O:31][C:32]1[CH:37]=[CH:36][C:35]([Cl:38])=[CH:34][N:33]=1)([CH3:30])([CH3:29])[CH3:28]. Reported procedure: To a solution of 2-[(R)-1-[(3R,4S)-1-benzyl-4-(3,4-dichloro-phenyl)-pyrrolidin-3-yl]-2-(tert-butyl-dimethyl-silanyloxy)-ethoxy]-5-chloro-pyridine 570 mg (0.96 mmol) dissolved in toluene (4 mL) was added 0.31 mL (2.89 mmol) of 1-chloroethyl chloroformate and 0.491 mL (2.89 mmol) of Hunig base subsequently, and the mixture was heated at 100° C. for 40 minutes, then concentrated in vaccuo. The residue was dissolved in methanol (5 mL) and stirred at room temperature over night. The mixture was conce... The reactants are Cl (HCl), CC1=C(COC=2C=C(C=CC2)C(CCC(=O)O)=O)C(=CC=C1)C (4-(3-(2,6-Dimethylbenzyloxy)phenyl)-4-oxobutyric acid), NN (hydrazine), [OH-].[K+] (potassium hydroxide). The solvent is O (water), C(CO)O (ethylene glycol). Product: CC1=C(COC=2C=C(C=CC2)CCCC(=O)O)C(=CC=C1)C (4-(3-(2,6-Dimethylbenzyloxy)phenyl)butyric acid). RXN SMILES: [CH3:1][C:2]1[CH:22]=[CH:21][CH:20]=[C:19]([CH3:23])[C:3]=1[CH2:4][O:5][C:6]1[CH:7]=[C:8]([C:12](=O)[CH2:13][CH2:14][C:15]([OH:17])=[O:16])[CH:9]=[CH:10][CH:11]=1.NN.[OH-].[K+].Cl>C(O)CO.O>[CH3:1][C:2]1[CH:22]=[CH:21][CH:20]=[C:19]([CH3:23])[C:3]=1[CH2:4][O:5][C:6]1[CH:7]=[C:8]([CH2:12][CH2:13][CH2:14][C:15]([OH:17])=[O:16])[CH:9]=[CH:10][CH:11]=1 |f:2.3|. Procedure details: A solution of 4-(3-(2,6-Dimethylbenzyloxy)phenyl)-4-oxobutyric acid (Step D, 3 g, 9.6 mmol), hydrazine (1.41 ml, 28.8 mmol) and potassium hydroxide (1.61 g, 28.8 mmol) in ethylene glycol (12 ml) was refluxed for 4 h, water (18 ml) and 6 N HCl (10 ml) were added to the reaction mixture. The crude reaction mixture was concentrated, and the residue was dissolved in EtOAc, washed with water and brine, dried over Na2SO4, filtered, and concentrated. The purification was done by flash chromatography on... Starting materials: ClC=1C=C(C=C(C1)Cl)NC(=O)C1(CCN(CC1)C)C1=CC=C(C=C1)I (4-(4-iodo-phenyl)-1-methyl-piperidine-4-carboxylic acid (3,5-dichloro-phenyl)-amide), CCO (EtOH), C(#N)C=1C=C(C=CC1)B(O)O (3-cyanophenylboronic acid), C(=O)([O-])[O-].[Na+].[Na+] (Na2CO3). Reagents/catalysts: C=1C=CC(=CC1)[P](C=2C=CC=CC2)(C=3C=CC=CC3)[Pd]([P](C=4C=CC=CC4)(C=5C=CC=CC5)C=6C=CC=CC6)([P](C=7C=CC=CC7)(C=8C=CC=CC8)C=9C=CC=CC9)[P](C=1C=CC=CC1)(C=1C=CC=CC1)C=1C=CC=CC1 (Pd(PPh3)4). The solvent is O (H2O), C1(=CC=CC=C1)C (toluene). Yields the product ClC=1C=C(C=C(C1)Cl)NC(=O)C1(CCN(CC1)C)C1=CC=C(C=C1)C1=CC(=CC=C1)C#N (4-(3′-cyano-biphenyl-4-yl)-1-methyl-piperidine-4-carboxylic acid (3,5-dichloro-phenyl)-amide). The yield is 400.0%. As a reaction SMILES: [Cl:1][C:2]1[CH:3]=[C:4]([NH:9][C:10]([C:12]2([C:19]3[CH:24]=[CH:23][C:22](I)=[CH:21][CH:20]=3)[CH2:17][CH2:16][N:15]([CH3:18])[CH2:14][CH2:13]2)=[O:11])[CH:5]=[C:6]([Cl:8])[CH:7]=1.[C:26]([C:28]1[CH:29]=[C:30](B(O)O)[CH:31]=[CH:32][CH:33]=1)#[N:27].C([O-])([O-])=O.[Na+].[Na+].CCO>C1(C)C=CC=CC=1.C1C=CC([P]([Pd]([P](C2C=CC=CC=2)(C2C=CC=CC=2)C2C=CC=CC=2)([P](C2C=CC=CC=2)(C2C=CC=CC=2)C2C=CC=CC=2)[P](C2C=CC=CC=2)(C2C=CC=CC=2)C2C=CC=CC=2)(C2C=CC=CC=2)C2C=CC=CC=2)=CC=1.O>[Cl:1][C:2]1[CH:3]=[C:4]([NH:9][C:10]([C:12]2([C:19]3[CH:24]=[CH:23][C:22]([C:32]4[CH:31]=[CH:30][CH:29]=[C:28]([C:26]#[N:27])[CH:33]=4)=[CH:21][CH:20]=3)[CH2:17][CH2:16][N:15]([CH3:18])[CH2:14][CH2:13]2)=[O:11])[CH:5]=[C:6]([Cl:8])[CH:7]=1 |f:2.3.4,^1:56,58,77,96|. Reported procedure: To a flask containing 4-(4-iodo-phenyl)-1-methyl-piperidine-4-carboxylic acid (3,5-dichloro-phenyl)-amide (175 mg, 0.35 mmol) was added Pd(PPh3)4 (13 mg, 0.035 mmol, 10 mol %), 3-cyanophenylboronic acid (78 mg, 0.53 mmol, 1.5 eq.) and Na2CO3 (0.53 g, 5 mmol). The mixture was suspended in toluene (5 mL), EtOH (2.5 mL) and H2O (2.5 mL) and heated at 90° C. for 18 h. The reaction mixture was cooled to room temperature and partitioned between EtOAc (10 mL) and saturated Na2CO3 (5 mL). The organic la... Reactants: BrC1=CN=C(S1)C=1C=CC2=C(CC3CCC(C2)C32NS(N(C2)CC(F)(F)F)(=O)=O)C1 (2′,3′,4′,5,5′,6,7,8,9,10-Decahydro-2-(5-bromothiazol-2-yl)-5′-(2,2,2-trifluoroethyl)-spiro[6,9-methanobenzocyclooctene-11,3′-[1,2,5]thiadiazole]1′,1′-dioxide), FC1=C(C=CC=C1)B(O)O (2-fluorobenzeneboronic acid). Yields the product FC1=C(C=CC=C1)C1=CN=C(S1)C=1C=CC2=C(CC3CCC(C2)C32NS(N(C2)CC(F)(F)F)(=O)=O)C1 (2′,3′,4′,5,5′,6,7,8,9,10-Decahydro-2-(5-(2-fluorophenyl)-thiazol-2-yl)-5′-(2,2,2-trifluoroethyl)-spiro[6,9-methanobenzocyclooctene-11,3′-[1,2,5]thiadiazole]1′,1′-dioxide). Reaction SMILES: Br[C:2]1[S:6][C:5]([C:7]2[CH:8]=[CH:9][C:10]3[CH2:17][CH:16]4[C:18]5([CH2:22][N:21]([CH2:23][C:24]([F:27])([F:26])[F:25])[S:20](=[O:29])(=[O:28])[NH:19]5)[CH:13]([CH2:14][CH2:15]4)[CH2:12][C:11]=3[CH:30]=2)=[N:4][CH:3]=1.[F:31][C:32]1[CH:37]=[CH:36][CH:35]=[CH:34][C:33]=1B(O)O>>[F:31][C:32]1[CH:37]=[CH:36][CH:35]=[CH:34][C:33]=1[C:2]1[S:6][C:5]([C:7]2[CH:8]=[CH:9][C:10]3[CH2:17][CH:16]4[C:18]5([CH2:22][N:21]([CH2:23][C:24]([F:27])([F:26])[F:25])[S:20](=[O:29])(=[O:28])[NH:19]5)[CH:13]([CH2:14][CH2:15]4)[CH2:12][C:11]=3[CH:30]=2)=[N:4][CH:3]=1. Procedure details: Prepared using the bromide from Example 36 Step 2 and 2-fluorobenzeneboronic acid by the method described for Example 36 Step 3. MS (ES+) 538 ([MH]+). RXN SMILES: [CH3:36][OH:37].[CH:1]1([CH2:4][n:5]2[n:6][c:7](-[c:24]3[cH:25][c:26]([F:32])[c:27]([O:30][CH3:31])[cH:28][cH:29]3)[cH:8][c:9]([CH2:12][N:13]3[C:14](=[O:15])[c:16]4[cH:17][cH:18][cH:19][cH:20][c:21]4[C:22]3=[O:23])[c:10]2=[O:11])[CH2:2][CH2:3]1.[NH2:34][NH2:35].[OH2:33]>>[CH:1]1([CH2:4][n:5]2[n:6][c:7](-[c:24]3[cH:25][c:26]([F:32])[c:27]([O:30][CH3:31])[cH:28][cH:29]3)[cH:8][c:9]([CH2:12][NH2:13])[c:10]2=[O:11])[CH2:2][CH2:3]1. The product is COc1ccc(-c2cc(CN)c(=O)n(CC3CC3)n2)cc1F. Reactants: CO, COc1ccc(-c2cc(CN3C(=O)c4ccccc4C3=O)c(=O)n(CC3CC3)n2)cc1F, NN, O. The reactants are CN(C)C=O, CCOC(C)=O, COc1ccc(-c2c(S(C)(=O)=O)ccc(C(=O)c3cnn(C(C)(C)C)c3O)c2C)cc1, ClCc1ccccc1, [Na+], [Na+], O=C([O-])[O-]. Product: COc1ccc(-c2c(S(C)(=O)=O)ccc(C(=O)c3cnn(C(C)(C)C)c3OCc3ccccc3)c2C)cc1. RXN SMILES: [CH3:46][N:47]([CH3:48])[CH:49]=[O:50].[CH3:51][CH2:52][O:53][C:54](=[O:55])[CH3:56].[CH3:9][C:10]([CH3:11])([CH3:12])[n:13]1[n:14][cH:15][c:16]([C:19]([c:20]2[c:21]([CH3:38])[c:22](-[c:30]3[cH:31][cH:32][c:33]([O:36][CH3:37])[cH:34][cH:35]3)[c:23]([S:26](=[O:27])(=[O:28])[CH3:29])[cH:24][cH:25]2)=[O:39])[c:17]1[OH:18].[Cl:1][CH2:2][c:3]1[cH:4][cH:5][cH:6][cH:7][cH:8]1.[Na+:40].[Na+:41].[O-:42][C:43](=[O:44])[O-:45]>>[CH2:2]([c:3]1[cH:4][cH:5][cH:6][cH:7][cH:8]1)[O:18][c:17]1[n:13]([C:10]([CH3:9])([CH3:11])[CH3:12])[n:14][cH:15][c:16]1[C:19]([c:20]1[c:21]([CH3:38])[c:22](-[c:30]2[cH:31][cH:32][c:33]([O:36][CH3:37])[cH:34][cH:35]2)[c:23]([S:26](=[O:27])(=[O:28])[CH3:29])[cH:24][cH:25]1)=[O:39]. The reactants are CC(C)Oc1ccc(S(C)(=O)=O)cc1C(=O)O, Cl, FC(F)(F)Cc1cnc(N2CCNCC2)s1. Yields the product CC(C)Oc1ccc(S(C)(=O)=O)cc1C(=O)N1CCN(c2ncc(CC(F)(F)F)s2)CC1. RXN SMILES: [CH:1]([CH3:2])([CH3:3])[O:4][c:5]1[c:6]([C:7](=[O:8])[OH:9])[cH:10][c:11]([S:14](=[O:15])(=[O:16])[CH3:17])[cH:12][cH:13]1.[ClH:18].[F:19][C:20]([CH2:21][c:22]1[cH:23][n:24][c:25]([N:27]2[CH2:28][CH2:29][NH:30][CH2:31][CH2:32]2)[s:26]1)([F:33])[F:34]>>[CH:1]([CH3:2])([CH3:3])[O:4][c:5]1[c:6]([C:7](=[O:9])[N:30]2[CH2:29][CH2:28][N:27]([c:25]3[n:24][cH:23][c:22]([CH2:21][C:20]([F:19])([F:33])[F:34])[s:26]3)[CH2:32][CH2:31]2)[cH:10][c:11]([S:14](=[O:15])(=[O:16])[CH3:17])[cH:12][cH:13]1. Reactants: C(C(=O)Cl)(=O)Cl (oxalyl chloride), C(=O)(O)[O-].[Na+] (NaHCO3), FC1=C(C(=O)O)C(=CC(=C1F)F)F (2,3,4,6-Tetrafluorobenzoic acid), C(C)O (ethanol). The reagents and catalysts are CN(C=O)C (N,N-dimethylformamide). The solvent is C1=CC=CC=C1 (benzene), ClCCl (dichloromethane), ClCCl (dichloromethane). Run at time 2 hour. Product: C(C)OC(C1=C(C(=C(C=C1F)F)F)F)=O (2,3,4,6-Tetrafluorobenzoic acid ethyl ester). The yield is 60.1%. As a reaction SMILES: [F:1][C:2]1[C:10]([F:11])=[C:9]([F:12])[CH:8]=[C:7]([F:13])[C:3]=1[C:4]([OH:6])=[O:5].[C:14](Cl)(=O)[C:15](Cl)=O.C(O)C.C([O-])(O)=O.[Na+]>ClCCl.CN(C)C=O.C1C=CC=CC=1>[CH2:14]([O:5][C:4](=[O:6])[C:3]1[C:7]([F:13])=[CH:8][C:9]([F:12])=[C:10]([F:11])[C:2]=1[F:1])[CH3:15] |f:3.4|. Procedure details: 2,3,4,6-Tetrafluorobenzoic acid (4.8 g, 24.7 mmol) in dichloromethane (80 mL) is cooled to 0° C. under a nitrogen atmosphere and treated with oxalyl chloride (11.2 mL, 128 mmol) followed by anhydrous N,N-dimethylformamide (2 drops). The mixture is warmed to room temperature and stirred for 2 hours. The solution is co-evaporated with benzene to yield an oil that is taken up in dichloromethane (80 mL), cooled to 0° C. under an inert atmosphere, and treated with anhydrous ethanol (15 mL, 258 mmol)....